From a dataset of the Open Reaction Database (ORD), a public repository of structured organic reaction records. describe an organic reaction: reactants, conditions, products, and yield Starting materials: CSc1ccc(Br)cn1, O=C([O-])c1ccccc1C(=O)O[O-], CO, ClCCl, [Mg+2], O, O, O, O, O, O. Yields the product CS(=O)(=O)c1ccc(Br)cn1. Reaction SMILES: [Br:1][c:2]1[cH:3][cH:4][c:5]([S:8][CH3:9])[n:6][cH:7]1.[C:16]([O:17][O-:18])(=[O:19])[c:20]1[c:21]([C:26]([O-:27])=[O:28])[cH:22][cH:23][cH:24][cH:25]1.[CH3:33][OH:34].[Cl:30][CH2:31][Cl:32].[Mg+2:29].[OH2:10].[OH2:11].[OH2:12].[OH2:13].[OH2:14].[OH2:15]>>[Br:1][c:2]1[cH:3][cH:4][c:5]([S:8]([CH3:9])(=[O:10])=[O:11])[n:6][cH:7]1. Reactants: ClC1=C(C=C(C=C1)NC(=O)NC1=CC=C(C=C1)OC1=NC(=NC=C1)S(=O)(=O)C)C(F)(F)F (1-(4-Chloro-3-trifluoromethyl-phenyl)-3-[4-(2-methanesulfonyl-pyrimidin-4-yloxy)-phenyl]-urea), NCCC(C)O (4-amino-butan-2-ol), NCCCCO (4-amino-butan-1-ol). The product is ClC1=C(C=C(C=C1)NC(=O)NC1=CC=C(C=C1)OC1=NC(=NC=C1)NCCC(C)O)C(F)(F)F (1-(4-Chloro-3-trifluoromethylphenyl)-3-{4-[2-(3-hydroxy-butylamino)-pyrimidin-4-yloxy]-phenyl}-urea). RXN SMILES: [Cl:1][C:2]1[CH:7]=[CH:6][C:5]([NH:8][C:9]([NH:11][C:12]2[CH:17]=[CH:16][C:15]([O:18][C:19]3[CH:24]=[CH:23][N:22]=[C:21](S(C)(=O)=O)[N:20]=3)=[CH:14][CH:13]=2)=[O:10])=[CH:4][C:3]=1[C:29]([F:32])([F:31])[F:30].[NH2:33][CH2:34][CH2:35][CH:36]([OH:38])[CH3:37].NCCCCO>>[Cl:1][C:2]1[CH:7]=[CH:6][C:5]([NH:8][C:9]([NH:11][C:12]2[CH:17]=[CH:16][C:15]([O:18][C:19]3[CH:24]=[CH:23][N:22]=[C:21]([NH:33][CH2:34][CH2:35][CH:36]([OH:38])[CH3:37])[N:20]=3)=[CH:14][CH:13]=2)=[O:10])=[CH:4][C:3]=1[C:29]([F:32])([F:31])[F:30]. Procedure details: The compound was prepared from 1-(4-Chloro-3-trifluoromethyl-phenyl)-3-[4-(2-methanesulfonyl-pyrimidin-4-yloxy)-phenyl]-urea and 4-amino-butan-2-ol as described in example 10 for 4-amino-butan-1-ol instead.